Dataset: the Open Reaction Database (ORD), a public repository of structured organic reaction records. Task: describe an organic reaction: reactants, conditions, products, and yield Reactants: C(C)(=O)O[C@@H](C(=O)O)[C@@H]1C(N(CCO1)C1=C2C=CC(NC2=CC=C1)=O)=O ((2R)-2-acetyloxy-2-[(2R)-3-oxo-4-(2-oxo-1H-quinolin-5-yl)morpholin-2-yl]acetic acid), NC1=CC2=C(C(=NO2)N2C(C3=CC=CC=C3C2=O)=O)C=C1 (6-amino-3-(1,3-dioxoisoindol-2-yl)-1,2-benzisoxazole). Yields the product O=C1N(C(C2=CC=CC=C12)=O)C1=NOC2=C1C=CC(=C2)NC([C@@H]([C@@H]2C(N(CCO2)C2=C1C=CC(NC1=CC=C2)=O)=O)OC(C)=O)=O ([(1R)-2-[[3-(1,3-dioxoisoindol-2-yl)-1,2-benzisoxazol-6-yl]amino]-2-oxo-1-[(2R)-3-oxo-4-(2-oxo-1H-quinolin-5-yl)morpholin-2-yl]ethyl]acetate). Reaction SMILES: [C:1]([O:4][C@H:5]([C@H:9]1[O:14][CH2:13][CH2:12][N:11]([C:15]2[CH:24]=[CH:23][CH:22]=[C:21]3[C:16]=2[CH:17]=[CH:18][C:19](=[O:25])[NH:20]3)[C:10]1=[O:26])[C:6](O)=[O:7])(=[O:3])[CH3:2].[NH2:27][C:28]1[CH:47]=[CH:46][C:31]2[C:32]([N:35]3[C:43](=[O:44])[C:42]4[C:37](=[CH:38][CH:39]=[CH:40][CH:41]=4)[C:36]3=[O:45])=[N:33][O:34][C:30]=2[CH:29]=1>>[O:45]=[C:36]1[C:37]2[C:42](=[CH:41][CH:40]=[CH:39][CH:38]=2)[C:43](=[O:44])[N:35]1[C:32]1[C:31]2[CH:46]=[CH:47][C:28]([NH:27][C:6](=[O:7])[C@H:5]([O:4][C:1](=[O:3])[CH3:2])[C@H:9]3[O:14][CH2:13][CH2:12][N:11]([C:15]4[CH:24]=[CH:23][CH:22]=[C:21]5[C:16]=4[CH:17]=[CH:18][C:19](=[O:25])[NH:20]5)[C:10]3=[O:26])=[CH:29][C:30]=2[O:34][N:33]=1. Reported procedure: According to the Step 15-1 in the synthetic method for Example aa15, (2R)-2-acetyloxy-2-[(2R)-3-oxo-4-(2-oxo-1H-quinolin-5-yl)morpholin-2-yl]acetic acid (compound aa16-4) and 6-amino-3-(1,3-dioxoisoindol-2-yl)-1,2-benzisoxazole can be used to obtain [(1R)-2-[[3-(1,3-dioxoisoindol-2-yl)-1,2-benzisoxazol-6-yl]amino]-2-oxo-1-[(2R)-3-oxo-4-(2-oxo-1H-quinolin-5-yl)morpholin-2-yl]ethyl]acetate (compound ap3-1), then further treatment can be achieved according to the Step 15-2 to obtain the title compo... Reactants: [F-].[NH4+] (ammonium fluoride), C(=O)[O-].[NH4+] (ammonium formate), mineral spirits, [Fe] (iron), C(CCCCC(C)C)(=O)O (isooctanoic acid). Run in O (water). Reaction conditions: temperature 95 celsius. The product is C(CCCCC(C)C)(=O)[O-].[Fe+2].C(CCCCC(C)C)(=O)[O-] (iron isooctanoate). RXN SMILES: [Fe:1].[C:2]([OH:11])(=[O:10])[CH2:3][CH2:4][CH2:5][CH2:6][CH:7]([CH3:9])[CH3:8].[F-].[NH4+].C([O-])=O.[NH4+]>O>[C:2]([O-:11])(=[O:10])[CH2:3][CH2:4][CH2:5][CH2:6][CH:7]([CH3:9])[CH3:8].[Fe+2:1].[C:2]([O-:11])(=[O:10])[CH2:3][CH2:4][CH2:5][CH2:6][CH:7]([CH3:9])[CH3:8] |f:2.3,4.5,7.8.9|. Reported procedure: A mixture of 46 grams (0.806 mole) of powdered iron (97.8% Fe) (100% through a 100 mesh screen), 292 grams (2.014 moles) of isooctanoic acid (acid number, 387), a catalyst solution prepared by dissolving 10 grams of ammonium fluoride and 5 grams of ammonium formate in 25 grams of water, and 170 grams of mineral spirits was sparged with air at the rate of 30 liters per hour until the exotherm had subsided. Sparging with air was continued while the reaction mixture was heated at 95° C. for 5 hours... The reactants are COC1=CC=C(CN(C2=NC=C(C#N)C(=C2)C)CC2=CC=C(C=C2)OC)C=C1 (6-(bis(4-methoxybenzyl)amino)-4-methylnicotinonitrile), C(C)(C)(C)OC(N(C)C)N(C)C (tert-butoxy bis(dimethylamino)methane). Run in CN(C=O)C (N,N-dimethylformamide). Conditions: temperature 70 celsius, time 16 hour. The product is COC1=CC=C(CN(C2=NC=C(C#N)C(=C2)\C=C\N(C)C)CC2=CC=C(C=C2)OC)C=C1 ((E)-6-(bis(4-methoxybenzyl)amino)-4-(2-(dimethylamino)vinyl)nicotinonitrile). Isolated yield 113.7%. As a reaction SMILES: [CH3:1][O:2][C:3]1[CH:28]=[CH:27][C:6]([CH2:7][N:8]([CH2:18][C:19]2[CH:24]=[CH:23][C:22]([O:25][CH3:26])=[CH:21][CH:20]=2)[C:9]2[CH:16]=[C:15]([CH3:17])[C:12]([C:13]#[N:14])=[CH:11][N:10]=2)=[CH:5][CH:4]=1.C(O[CH:34](N(C)C)[N:35]([CH3:37])[CH3:36])(C)(C)C>CN(C)C=O>[CH3:1][O:2][C:3]1[CH:4]=[CH:5][C:6]([CH2:7][N:8]([CH2:18][C:19]2[CH:20]=[CH:21][C:22]([O:25][CH3:26])=[CH:23][CH:24]=2)[C:9]2[CH:16]=[C:15](/[CH:17]=[CH:34]/[N:35]([CH3:37])[CH3:36])[C:12]([C:13]#[N:14])=[CH:11][N:10]=2)=[CH:27][CH:28]=1. Reported procedure: A mixture of 4-3 (7.20 g, 19.3 mmol), tert-butoxy bis(dimethylamino)methane (16.0 mL, 77.5 mmol), and N,N-dimethylformamide (5.40 mL) was stirred at 70° C. for 16 hours under an atmosphere of nitrogen gas. The reaction mixture was concentrated under reduced pressure to give 9.40 g of 4-4 as a brown oil. The crude product was used for next step without further purification. Reactants: CC1CC(NN=C1C=1C=CC2=C(N=C(O2)SC)C1)=O (5-methyl-6-(2-methylthiobenzoxazol-5-yl)-4,5-dihydro-3(2H)-pyridazinone), NCCCCN (1,4-diaminobutane). Solvent: O (water). Run at time 30 minute. Product: CC1CC(NN=C1C=1C=CC2=C(N=C(O2)NCCCCN)C1)=O (5-Methyl-6-[2-(4-aminobutylamino)benzoxazol-5-yl]-4,5-dihydro-3(2H)-pyridazinone). RXN SMILES: [CH3:1][CH:2]1[C:7]([C:8]2[CH:9]=[CH:10][C:11]3[O:15][C:14](SC)=[N:13][C:12]=3[CH:18]=2)=[N:6][NH:5][C:4](=[O:19])[CH2:3]1.[NH2:20][CH2:21][CH2:22][CH2:23][CH2:24][NH2:25]>O>[CH3:1][CH:2]1[C:7]([C:8]2[CH:9]=[CH:10][C:11]3[O:15][C:14]([NH:20][CH2:21][CH2:22][CH2:23][CH2:24][NH2:25])=[N:13][C:12]=3[CH:18]=2)=[N:6][NH:5][C:4](=[O:19])[CH2:3]1. Reported procedure: 4.1 g (15.0 mmol) of 5-methyl-6-(2-methylthiobenzoxazol-5-yl)-4,5-dihydro-3(2H)-pyridazinone and 15 ml of 1,4-diaminobutane are heated to 60° C. for 45 minutes, then stirred into 200 ml of water and left to crystallise at ambient temperature. After about 30 minutes the product is suction filtered, washed with about 50 ml of water and dried at 60° C. in a circulating air dryer.